The task is: describe an organic reaction: reactants, conditions, products, and yield. This data is from the Open Reaction Database (ORD), a public repository of structured organic reaction records. Reactants: [Br-], [Br-], CC(=O)OCC1OC(n2cnc3c(N)ncnc32)C(OC(C)=O)C1Br, CCCCCCC[n+]1ccc(-c2cc[n+](CCCCCCC)cc2)cc1, ClCCl, [K+], [K+], [Na+], [Na+], O=C([O-])[O-], O, O=S([O-])S(=O)[O-]. Product: CC(=O)OCC1C=CC(n2cnc3c(N)ncnc32)O1. Reaction SMILES: [Br-:40].[Br-:41].[C:1]([O:2][CH:5]1[CH:6]([n:16]2[c:17]3[n:18][cH:19][n:20][c:21]([NH2:25])[c:22]3[n:23][cH:24]2)[O:7][CH:8]([CH2:11][O:12][C:13]([CH3:14])=[O:15])[CH:9]1[Br:3])(=[O:4])[CH3:10].[CH2:42]([n+:43]1[cH:44][cH:45][c:46](-[c:47]2[cH:48][cH:49][n+:50]([CH2:51][CH2:52][CH2:53][CH2:54][CH2:55][CH2:56][CH3:57])[cH:58][cH:59]2)[cH:60][cH:61]1)[CH2:62][CH2:63][CH2:64][CH2:65][CH2:66][CH3:67].[CH2:68]([Cl:69])[Cl:70].[K+:34].[K+:35].[Na+:32].[Na+:33].[O-:36][C:37]([O-:38])=[O:39].[OH2:71].[S:26]([S:27]([O-:28])=[O:29])([O-:30])=[O:31]>>[CH:5]1=[CH:9][CH:8]([CH2:11][O:12][C:13]([CH3:14])=[O:15])[O:7][CH:6]1[n:16]1[c:17]2[n:18][cH:19][n:20][c:21]([NH2:25])[c:22]2[n:23][cH:24]1.